This data is from the Open Reaction Database (ORD), a public repository of structured organic reaction records. The task is: describe an organic reaction: reactants, conditions, products, and yield The reactants are BrCCBr, O=C([O-])[O-], CN(C)C=O, CCOC(=O)CC(=O)Nc1ccc(Cl)cc1F, [K+], [K+]. Yields the product CCOC(=O)C1(C(=O)Nc2ccc(Cl)cc2F)CC1. As a reaction SMILES: [Br:24][CH2:25][CH2:26][Br:27].[C:18](=[O:19])([O-:20])[O-:21].[CH3:28][N:29]([CH3:30])[CH:31]=[O:32].[Cl:1][c:2]1[cH:3][c:4]([F:17])[c:5]([NH:8][C:9]([CH2:10][C:11](=[O:12])[O:13][CH2:14][CH3:15])=[O:16])[cH:6][cH:7]1.[K+:22].[K+:23]>>[Cl:1][c:2]1[cH:3][c:4]([F:17])[c:5]([NH:8][C:9]([C:10]2([C:11](=[O:12])[O:13][CH2:14][CH3:15])[CH2:25][CH2:26]2)=[O:16])[cH:6][cH:7]1. Starting materials: [Br-], CC(=O)c1cnc(-c2ccccc2)nc1-c1ccccc1, C1COCCO1. Yields the product O=C(CBr)c1cnc(-c2ccccc2)nc1-c1ccccc1. As a reaction SMILES: [Br-:22].[CH3:1][C:2](=[O:3])[c:4]1[c:5](-[c:16]2[cH:17][cH:18][cH:19][cH:20][cH:21]2)[n:6][c:7](-[c:10]2[cH:11][cH:12][cH:13][cH:14][cH:15]2)[n:8][cH:9]1.[O:23]1[CH2:24][CH2:25][O:26][CH2:27][CH2:28]1>>[CH2:1]([C:2](=[O:3])[c:4]1[c:5](-[c:16]2[cH:17][cH:18][cH:19][cH:20][cH:21]2)[n:6][c:7](-[c:10]2[cH:11][cH:12][cH:13][cH:14][cH:15]2)[n:8][cH:9]1)[Br:22]. As a reaction SMILES: [CH3:16][C:17]([CH3:18])([O-:19])[CH3:20].[Cl:22][CH2:23][c:24]1[cH:25][c:26]([C:27](=[O:28])[O:29][CH3:30])[cH:31][cH:32][cH:33]1.[K+:21].[O:34]1[CH2:35][CH2:36][CH2:37][CH2:38]1.[cH:1]1[cH:2][cH:3][cH:4][c:5]2[c:11]1[CH2:10][CH2:9][c:8]1[c:7]([cH:15][cH:14][cH:13][cH:12]1)[NH:6]2>>[cH:1]1[cH:2][cH:3][cH:4][c:5]2[c:11]1[CH2:10][CH2:9][c:8]1[c:7]([cH:15][cH:14][cH:13][cH:12]1)[N:6]2[CH2:23][c:24]1[cH:25][c:26]([C:27](=[O:28])[O:29][CH3:30])[cH:31][cH:32][cH:33]1. Reactants: CC(C)(C)[O-], COC(=O)c1cccc(CCl)c1, [K+], C1CCOC1, c1ccc2c(c1)CCc1ccccc1N2. Yields the product COC(=O)c1cccc(CN2c3ccccc3CCc3ccccc32)c1.